Dataset: the Open Reaction Database (ORD), a public repository of structured organic reaction records. Task: describe an organic reaction: reactants, conditions, products, and yield Starting materials: ClC1=CC2=C(N(C(N2)=O)C2CCN(CC2)CCCN2C(NC3=C2C=CC=C3)=O)C=C1 (5-chloro-1-{1-[3-(1,3-dihydro-2-oxo-2H-benzimidazol-1-yl)propyl]-4-piperidinyl}-1,3-dihydro-2H-benzimidazol-2-one), OC(C(=O)O)C(C(=O)O)O ((±)-2,3-dihydroxy-1,4-butanedioic acid). The solvent is C(C)O (ethanol), C(C)O (ethanol). Product: OC(C(=O)O)C(C(=O)O)O.ClC1=CC2=C(N(C(N2)=O)C2CCN(CC2)CCCN2C(NC3=C2C=CC=C3)=O)C=C1 ((±)-5-chloro-1-{1-[3-(1,3-dihydro-2-oxo-2H-benzimidazol-1-yl)propyl]-4-piperidinyl}-1,3-dihydro-2H-benzimidazol-2-one 2,3-dihydroxybutanedioate), C(C)[O-] (ethanolate). Reaction SMILES: [Cl:1][C:2]1[CH:30]=[CH:29][C:5]2[N:6]([CH:10]3[CH2:15][CH2:14][N:13]([CH2:16][CH2:17][CH2:18][N:19]4[C:23]5[CH:24]=[CH:25][CH:26]=[CH:27][C:22]=5[NH:21][C:20]4=[O:28])[CH2:12][CH2:11]3)[C:7](=[O:9])[NH:8][C:4]=2[CH:3]=1.[OH:31][CH:32]([CH:36]([OH:40])[C:37]([OH:39])=[O:38])[C:33]([OH:35])=[O:34]>C(O)C>[OH:31][CH:32]([CH:36]([OH:40])[C:37]([OH:39])=[O:38])[C:33]([OH:35])=[O:34].[Cl:1][C:2]1[CH:30]=[CH:29][C:5]2[N:6]([CH:10]3[CH2:15][CH2:14][N:13]([CH2:16][CH2:17][CH2:18][N:19]4[C:23]5[CH:24]=[CH:25][CH:26]=[CH:27][C:22]=5[NH:21][C:20]4=[O:28])[CH2:12][CH2:11]3)[C:7](=[O:9])[NH:8][C:4]=2[CH:3]=1.[CH2:30]([O-:31])[CH3:2] |f:3.4|. Reported procedure: To a stirred solution of 1 part of 5-chloro-1-{1-[3-(1,3-dihydro-2-oxo-2H-benzimidazol-1-yl)propyl]-4-piperidinyl}-1,3-dihydro-2H-benzimidazol-2-one in 32 parts of ethanol is added a solution of 0.35 parts of (±)-2,3-dihydroxy-1,4-butanedioic acid in 8 parts of ethanol. Upon stirring, the product is allowed to crystallize. It is filtered off and dried, yielding 1 part of (±)-5-chloro-1-{1-[3-(1,3-dihydro-2-oxo-2H-benzimidazol-1-yl)propyl]-4-piperidinyl}-1,3-dihydro-2H-benzimidazol-2-one 2,3-dihy...